This data is from the Open Reaction Database (ORD), a public repository of structured organic reaction records. The task is: describe an organic reaction: reactants, conditions, products, and yield The reactants are ClC1=C2C(=NN=C1C1=CC=CC=C1)NN=C2C2=CC=CC=C2 (4-chloro-3,5-diphenyl-1H-pyrazolo[3,4-c]pyridazine), OC1COCC1 (3-hydroxytetrahydrofuran). Product: ClC1=C2C(=NN=C1C1=CC=CC=C1)N(N=C2C2=CC=CC=C2)C2COCC2 (4-chloro-3,5-diphenyl-1-(tetrahydrofuran-3-yl)-1H-pyrazolo[3,4-c]pyridazine). Yield: 34.8%. Reaction SMILES: [Cl:1][C:2]1[C:7]([C:8]2[CH:13]=[CH:12][CH:11]=[CH:10][CH:9]=2)=[N:6][N:5]=[C:4]2[NH:14][N:15]=[C:16]([C:17]3[CH:22]=[CH:21][CH:20]=[CH:19][CH:18]=3)[C:3]=12.O[CH:24]1[CH2:28][CH2:27][O:26][CH2:25]1>>[Cl:1][C:2]1[C:7]([C:8]2[CH:9]=[CH:10][CH:11]=[CH:12][CH:13]=2)=[N:6][N:5]=[C:4]2[N:14]([CH:24]3[CH2:28][CH2:27][O:26][CH2:25]3)[N:15]=[C:16]([C:17]3[CH:18]=[CH:19][CH:20]=[CH:21][CH:22]=3)[C:3]=12. Procedure: Compound 97 was synthesised from 4-chloro-3,5-diphenyl-1H-pyrazolo[3,4-c]pyridazine (50 mg, 0.16 mmol) following a similar procedure outlined in Example 86, using 3-hydroxytetrahydrofuran (28 mg, 0.32 mmol) instead of oxetan-3-ol. Compound 97 was purified using preparative HPLC followed by chromatography (silica gel, gradient CH2Cl2), yielding Compound 97 as an off-white solid (21 mg). The reactants are ClC1=C(C=CC=C1)N1N=C(C=C1SC1=NC(=CC=C1)OC)C=O (1-(2-chlorophenyl)-5-[(6-methoxypyridin-2-yl)thio]-1H-pyrazole-3-carbaldehyde), CN.CO (methylamine methanol), CO (methanol). The solvent is O1CCCC1 (tetrahydrofuran). Reaction conditions: time 14 hour. The product is ClC1=C(C=CC=C1)N1N=C(C=C1SC1=NC(=CC=C1)OC)CNC (1-{1-(2-chlorophenyl)-5-[(6-methoxypyridin-2-yl)thio]-1H-pyrazol-3-yl}-N-methylmethanamine). As a reaction SMILES: [Cl:1][C:2]1[CH:7]=[CH:6][CH:5]=[CH:4][C:3]=1[N:8]1[C:12]([S:13][C:14]2[CH:19]=[CH:18][CH:17]=[C:16]([O:20][CH3:21])[N:15]=2)=[CH:11][C:10]([CH:22]=O)=[N:9]1.[CH3:24][NH2:25].CO.CO>O1CCCC1>[Cl:1][C:2]1[CH:7]=[CH:6][CH:5]=[CH:4][C:3]=1[N:8]1[C:12]([S:13][C:14]2[CH:19]=[CH:18][CH:17]=[C:16]([O:20][CH3:21])[N:15]=2)=[CH:11][C:10]([CH2:22][NH:25][CH3:24])=[N:9]1 |f:1.2|. Procedure: To a solution of 1-(2-chlorophenyl)-5-[(6-methoxypyridin-2-yl)thio]-1H-pyrazole-3-carbaldehyde (404 mg) in tetrahydrofuran (4 mL) were added 40% methylamine-methanol solution (1.5 mL) and methanol (4 mL) at 0° C. The mixture was stirred at room temperature for 14 hr, and concentrated under reduced pressure. The residue was dissolved in methanol (4 mL), sodium borohydride (76 mg) was added at 0° C., and the mixture was stirred at room temperature for 1 hr. The reaction mixture was concentrated un...